From a dataset of the Open Reaction Database (ORD), a public repository of structured organic reaction records. describe an organic reaction: reactants, conditions, products, and yield Starting materials: CC=1C=CC(=NC1)CSC1=NC=2C(N1)=CSC2 (2-(5-methyl-2-picolylmercapto)-1H-thieno[3,4-d]imidazole), ClC(=O)OC1=CC=C(C=C1)[N+](=O)[O-] (p-nitrophenyl chloroformate). Run in C1(=CC=CC=C1)C.C(C)(=O)OCC (toluene ethyl acetate). Product: [N+](=O)([O-])C1=CC=C(C=C1)OC(=O)N1C(=NC=2C1=CSC2)SCC2=NC=C(C=C2)C (1-(p-Nitrophenyloxycarbonyl)-2-(5-methyl-2-picolylmercapto)-1H-thieno[3,4-d]imidazole). Reaction SMILES: [CH3:1][C:2]1[CH:3]=[CH:4][C:5]([CH2:8][S:9][C:10]2[NH:14][C:13]3=[CH:15][S:16][CH:17]=[C:12]3[N:11]=2)=[N:6][CH:7]=1.Cl[C:19]([O:21][C:22]1[CH:27]=[CH:26][C:25]([N+:28]([O-:30])=[O:29])=[CH:24][CH:23]=1)=[O:20]>C1(C)C=CC=CC=1.C(OCC)(=O)C>[N+:28]([C:25]1[CH:24]=[CH:23][C:22]([O:21][C:19]([N:11]2[C:12]3=[CH:17][S:16][CH:15]=[C:13]3[N:14]=[C:10]2[S:9][CH2:8][C:5]2[CH:4]=[CH:3][C:2]([CH3:1])=[CH:7][N:6]=2)=[O:20])=[CH:27][CH:26]=1)([O-:30])=[O:29] |f:2.3|. Procedure details: The title compound was prepared in analogy to Example 17 from 2-(5-methyl-2-picolylmercapto)-1H-thieno[3,4-d]imidazole and p-nitrophenyl chloroformate. After working up and chromatography on silica gel using toluene/ethyl acetate (1:1), the appropriate fractions were crystallized from ethyl acetate, and the title compound was obtained. Melting point 165°-168° C. The reactants are SC=1SC2=C(N1)C=CC=C2 (2-mercaptobenzothiazole), C(C(C(=C)C(=O)O)C(=O)O)C(=O)O (but-3-ene-1,2,3-tricarboxylic acid), OS(=O)(=O)O (H2SO4). Run in O (water). Conditions: time 3 hour. The product is S1C(=NC2=C1C=CC=C2)SCC(C(CC(=O)O)C(=O)O)C(=O)O (4-(benzothiazol-2-ylthio)-butane-1,2,3-tricarboxylic acid). As a reaction SMILES: [SH:1][C:2]1[S:3][C:4]2[CH:10]=[CH:9][CH:8]=[CH:7][C:5]=2[N:6]=1.[CH2:11]([C:21]([OH:23])=[O:22])[CH:12]([C:18]([OH:20])=[O:19])[C:13]([C:15]([OH:17])=[O:16])=[CH2:14].OS(O)(=O)=O>O>[S:3]1[C:4]2[CH:10]=[CH:9][CH:8]=[CH:7][C:5]=2[N:6]=[C:2]1[S:1][CH2:14][CH:13]([C:15]([OH:17])=[O:16])[CH:12]([C:18]([OH:20])=[O:19])[CH2:11][C:21]([OH:23])=[O:22]. Procedure: 4.45 g of 2-mercaptobenzothiazole and 5 g of but-3-ene-1,2,3-tricarboxylic acid are ground together in a mortar. The powdered mixture is introduced in portions into 60 ml of 70% H2SO4 at 48°-50° in the course of 1 hour, with stirring. After a further 3 hours at 48°-50°, the reaction mixture is cooled to room temperature and diluted with 250 ml of water at 25°-30°, with stirring. The aqueous solution is decanted from a little glutinous sediment and diluted with a further 200 ml of water. After st... Yield: 74.5%. The solvent is O (water), CO (methanol). Conditions: time 4.5 hour. Product: C(C1=CC=CC=C1)OC(=O)N[C@H]([C@H](C(=O)O)F)C (N-benzyloxycarbonyl-3-(S)-amino-2-(R)-fluorobutanoic acid). Reactants: Cl (hydrochloric acid), C(C1=CC=CC=C1)N(CC1=CC=CC=C1)[C@H]([C@H](C(=O)OCC1=CC=CC=C1)F)C (Benzyl 3-(S)-N,N-dibenzylamino-2-(R)-fluorobutanoate), C([O-])([O-])=O.[Na+].[Na+] (sodium carbonate), ClC(=O)OCC1=CC=CC=C1 (benzyl chloroformate), amino acid, C([O-])([O-])=O.[Na+].[Na+] (sodium carbonate). Reported procedure: Benzyl 3-(S)-N,N-dibenzylamino-2-(R)-fluorobutanoate (26.2 g, 66.8 mmol) in 370 mL of methanol containing 5.6 mL of concentrated hydrochloric acid is connected to a Parr hydrogenation apparatus with 2.62 g of palladium hydroxide as catalyst and hydrogenated in two lots at 50 psi. The lots are combined and filtered through a pad of celite. The celite is washed with water and methanol and the combined filtrates are concentrated in vacuo to give a yellow oil. The crude amino acid is taken up in 290... Reaction SMILES: C([N:8]([C@@H:16]([CH3:29])[C@@H:17]([F:28])[C:18]([O:20]CC1C=CC=CC=1)=[O:19])CC1C=CC=CC=1)C1C=CC=CC=1.Cl.C(=O)([O-])[O-].[Na+].[Na+].Cl[C:38]([O:40][CH2:41][C:42]1[CH:47]=[CH:46][CH:45]=[CH:44][CH:43]=1)=[O:39]>CO.[OH-].[Pd+2].[OH-].O>[CH2:41]([O:40][C:38]([NH:8][C@@H:16]([CH3:29])[C@@H:17]([F:28])[C:18]([OH:20])=[O:19])=[O:39])[C:42]1[CH:47]=[CH:46][CH:45]=[CH:44][CH:43]=1 |f:2.3.4,7.8.9|. The reagents and catalysts are [OH-].[Pd+2].[OH-] (palladium hydroxide). The reactants are C1(=CC=CC=C1)P(C1=CC=CC=C1)C1=CC=CC=C1 (Triphenylphosphine), OC1=NOC(=C1)C1=CC=CC=C1 (3-Hydroxy-5-phenylisoxazole), C(C)(C)(C)OC(=O)NCCO (2-(N-tert-butoxycarbonylamino)ethanol), N(=NC(=O)OCC)C(=O)OCC (diethyl azodicarboxylate). The solvent is O1CCCC1 (tetrahydrofuran). Product: C(C)(C)(C)OC(=O)NCCOC1=NOC(=C1)C1=CC=CC=C1 (3-(2-(N-tert-Butoxycarbonylamino)ethoxy)-5-phenylisoxazole). The yield is 69.5%. As a reaction SMILES: C1(P(C2C=CC=CC=2)C2C=CC=CC=2)C=CC=CC=1.N(C(OCC)=O)=NC(OCC)=O.[OH:32][C:33]1[CH:37]=[C:36]([C:38]2[CH:43]=[CH:42][CH:41]=[CH:40][CH:39]=2)[O:35][N:34]=1.[C:44]([O:48][C:49]([NH:51][CH2:52][CH2:53]O)=[O:50])([CH3:47])([CH3:46])[CH3:45]>O1CCCC1>[C:44]([O:48][C:49]([NH:51][CH2:52][CH2:53][O:32][C:33]1[CH:37]=[C:36]([C:38]2[CH:43]=[CH:42][CH:41]=[CH:40][CH:39]=2)[O:35][N:34]=1)=[O:50])([CH3:47])([CH3:46])[CH3:45]. Procedure details: Triphenylphosphine (0.87 g) was dissolved in tetrahydrofuran (10 ml), and diethyl azodicarboxylate (0.57 g) was added dropwise to the solution under ice-cooling with stirring, and the mixture was stirred at the same temperature for 10 minutes. 3-Hydroxy-5-phenylisoxazole (0.48 g) and 2-(N-tert-butoxycarbonylamino)ethanol (0.48 g) were added to the reaction mixture, and the resulting mixture was stirred under ice-cooling for 10 minutes and at room temperature for 24 hours. The solvent was evapora...